This data is from the Open Reaction Database (ORD), a public repository of structured organic reaction records. The task is: describe an organic reaction: reactants, conditions, products, and yield The reactants are O=C([O-])[O-], CCOC(C)=O, CC#N, CN1COc2cc(F)ccc2C1=O, [K+], [K+], COCC(C)Oc1cc(O)cc(C(=O)O)c1. The product is COCC(C)Oc1cc(Oc2ccc3c(c2)OCN(C)C3=O)cc(C(=O)O)c1. RXN SMILES: [C:30](=[O:31])([O-:32])[O-:33].[CH3:36][CH2:37][O:38][C:39](=[O:40])[CH3:41].[CH3:42][C:43]#[N:44].[F:17][c:18]1[cH:19][c:20]2[c:21]([cH:28][cH:29]1)[C:22](=[O:27])[N:23]([CH3:26])[CH2:24][O:25]2.[K+:34].[K+:35].[OH:1][c:2]1[cH:3][c:4]([C:5](=[O:6])[OH:7])[cH:8][c:9]([O:11][CH:12]([CH2:13][O:14][CH3:15])[CH3:16])[cH:10]1>>[O:1]([c:2]1[cH:3][c:4]([C:5](=[O:6])[OH:7])[cH:8][c:9]([O:11][CH:12]([CH2:13][O:14][CH3:15])[CH3:16])[cH:10]1)[c:18]1[cH:19][c:20]2[c:21]([cH:28][cH:29]1)[C:22](=[O:27])[N:23]([CH3:26])[CH2:24][O:25]2. Starting materials: CCO, COC(=O)c1ccc(CCc2cccnc2CC(Cl)c2ccccc2)cc1. Product: COC(=O)c1ccc(CCc2cccnc2CCc2ccccc2)cc1. RXN SMILES: [CH3:28][CH2:29][OH:30].[Cl:1][CH:2]([CH2:3][c:4]1[n:5][cH:6][cH:7][cH:8][c:9]1[CH2:10][CH2:11][c:12]1[cH:13][cH:14][c:15]([C:16](=[O:17])[O:18][CH3:19])[cH:20][cH:21]1)[c:22]1[cH:23][cH:24][cH:25][cH:26][cH:27]1>>[CH2:2]([CH2:3][c:4]1[n:5][cH:6][cH:7][cH:8][c:9]1[CH2:10][CH2:11][c:12]1[cH:13][cH:14][c:15]([C:16](=[O:17])[O:18][CH3:19])[cH:20][cH:21]1)[c:22]1[cH:23][cH:24][cH:25][cH:26][cH:27]1. The reactants are CCCCOc1ccc(S(=O)(=O)N2CCC(OS(C)(=O)=O)C2)cc1, NCc1ccccc1, C1CCOC1. The product is CCCCOc1ccc(S(=O)(=O)N2CCC(NCc3ccccc3)C2)cc1. Reaction SMILES: [CH2:1]([CH2:2][CH2:3][CH3:4])[O:5][c:6]1[cH:7][cH:8][c:9]([S:12](=[O:13])(=[O:14])[N:15]2[CH2:16][CH:17]([O:20][S:21]([CH3:22])(=[O:23])=[O:24])[CH2:18][CH2:19]2)[cH:10][cH:11]1.[NH2:25][CH2:26][c:27]1[cH:28][cH:29][cH:30][cH:31][cH:32]1.[O:33]1[CH2:34][CH2:35][CH2:36][CH2:37]1>>[CH2:1]([CH2:2][CH2:3][CH3:4])[O:5][c:6]1[cH:7][cH:8][c:9]([S:12](=[O:13])(=[O:14])[N:15]2[CH2:16][CH:17]([NH:25][CH2:26][c:27]3[cH:28][cH:29][cH:30][cH:31][cH:32]3)[CH2:18][CH2:19]2)[cH:10][cH:11]1. The reactants are [N+](=O)([O-])C1=CC=C(N)C=C1 (4-nitroaniline), N1=CC=CC=C1 (pyridine), O (water), FC1=CC=C(C(=O)Cl)C=C1 (4-fluorobenzoyl chloride). Yields the product FC1=CC=C(C(=O)NC2=CC=C(C=C2)[N+](=O)[O-])C=C1 (N-(4-fluorobenzoyl)-4-nitroaniline). Procedure: To a stirred suspension of 19.83 gm (143.56 mMol) 4-nitroaniline in 150 mL dichloromethane and 12.9 mL (159.5 mMol) pyridine at 0° C. were slowly added 24.5 gm (154.8 mMol) 4-fluorobenzoyl chloride. The reaction mixture was then stirred for 15 minutes at 0° C., at which time the reaction mixture became homogeneous, and then for an hour at room temperature. To this mixture were then added 100 mL water and the solid which formed was collected by filtration. The filter cake was washed with hexane (... Reaction conditions: temperature 0 celsius, time 15 minute. The yield is 91.3%. As a reaction SMILES: [N+:1]([C:4]1[CH:10]=[CH:9][C:7]([NH2:8])=[CH:6][CH:5]=1)([O-:3])=[O:2].N1C=CC=CC=1.[F:17][C:18]1[CH:26]=[CH:25][C:21]([C:22](Cl)=[O:23])=[CH:20][CH:19]=1.O>ClCCl>[F:17][C:18]1[CH:26]=[CH:25][C:21]([C:22]([NH:8][C:7]2[CH:9]=[CH:10][C:4]([N+:1]([O-:3])=[O:2])=[CH:5][CH:6]=2)=[O:23])=[CH:20][CH:19]=1. Run in ClCCl (dichloromethane). Reactants: FC1=CC=C(C=C1)CN1C(=NC2=C1C=CC=C2)CC2CCN(CC2)CC(=O)OCC (ethyl 4-[[1-[(4-fluorophenyl)methyl]-1H-benzimidazol-2-yl]methyl]-1-piperidineacetate), Cl (hydrochloric acid). Product: Cl.Cl.FC1=CC=C(C=C1)CN1C(=NC2=C1C=CC=C2)CC2CCN(CC2)CC(=O)O (4-[[1-[(4-fluorophenyl)methyl]-1H-benzimidazol-2-yl]methyl]-1-piperidineacetic acid dihydrochloride). The yield is 52.0%. Reaction SMILES: [F:1][C:2]1[CH:7]=[CH:6][C:5]([CH2:8][N:9]2[C:13]3[CH:14]=[CH:15][CH:16]=[CH:17][C:12]=3[N:11]=[C:10]2[CH2:18][CH:19]2[CH2:24][CH2:23][N:22]([CH2:25][C:26]([O:28]CC)=[O:27])[CH2:21][CH2:20]2)=[CH:4][CH:3]=1.[ClH:31]>>[ClH:31].[ClH:31].[F:1][C:2]1[CH:7]=[CH:6][C:5]([CH2:8][N:9]2[C:13]3[CH:14]=[CH:15][CH:16]=[CH:17][C:12]=3[N:11]=[C:10]2[CH2:18][CH:19]2[CH2:24][CH2:23][N:22]([CH2:25][C:26]([OH:28])=[O:27])[CH2:21][CH2:20]2)=[CH:4][CH:3]=1 |f:2.3.4|. Procedure details: A mixture of 6 parts of ethyl 4-[[1-[(4-fluorophenyl)methyl]-1H-benzimidazol-2-yl]methyl]-1-piperidineacetate and 120 parts of a hydrochloric acid solution 6N was stirred and refluxed overnight. The reaction mixture was cooled and filtered. The filtrate was evaporated and the semi-solid residue was taken up in about 120 parts of 2-propanol. The solution was filtered and about 70 parts of 2,2'-oxybispropane were added to the filtrate. After stirring for 2 hours at room temperature, the precipitat... Reactants: N1(CCOCC1)C(=O)N.C(C)(C)(C)OC(=O)NC1CC2=CC=C(C=C2C1)C(=O)O (2-(tert-butoxycarbonylamino)indan-5-carboxylic acid morpholinamide), Cl.O1CCOCC1 (hydrochloric acid dioxane). The solvent is C(C)(=O)O (acetic acid). The product is Cl.N1(CCOCC1)C(=O)N.NC1CC2=CC=C(C=C2C1)C(=O)O (2-aminoindan-5-carboxylic acid morpholinamide hydrochloride). RXN SMILES: [N:1]1([C:7]([NH2:9])=[O:8])[CH2:6][CH2:5][O:4][CH2:3][CH2:2]1.C(OC([NH:17][CH:18]1[CH2:26][C:25]2[C:20](=[CH:21][CH:22]=[C:23]([C:27]([OH:29])=[O:28])[CH:24]=2)[CH2:19]1)=O)(C)(C)C.[ClH:30].O1CCOCC1>C(O)(=O)C>[ClH:30].[N:1]1([C:7]([NH2:9])=[O:8])[CH2:6][CH2:5][O:4][CH2:3][CH2:2]1.[NH2:17][CH:18]1[CH2:26][C:25]2[C:20](=[CH:21][CH:22]=[C:23]([C:27]([OH:29])=[O:28])[CH:24]=2)[CH2:19]1 |f:0.1,2.3,5.6.7|. Reported procedure: Using 2-(tert-butoxycarbonylamino)indan-5-carboxylic acid morpholinamide (1.0 g, 2.7 mmol), 4N hydrochloric acid-dioxane (12 ml) and acetic acid (36 ml), a similar procedure to Production Example 213 was carried out to obtain 2-aminoindan-5-carboxylic acid morpholinamide hydrochloride (750 mg, 2.7 mmol) having the following physical properties: Reactants: CS(=O)(=O)CC1=CC(=C2C(=N1)N(N=C2)C)C2=CC=C(C=C2)[N+](=O)[O-] (6-methanesulfonylmethyl-1-methyl-4-(4-nitro-phenyl)-1H-pyrazolo[3,4-b]pyridine), CS(=O)(=O)CC1=CC(=C2C(=N1)N(N=C2)C)C2=CC=C(C=C2)[N+](=O)[O-] (6-methanesulfonylmethyl-1-methyl-4-(4-nitro-phenyl)-1H-pyrazolo[3,4-b]pyridine), O.O.Cl[Sn]Cl (SnCl2.2H2O). The solvent is CCO.C1CCOC1 (EtOH THF). The product is CS(=O)(=O)CC1=CC(=C2C(=N1)N(N=C2)C)C2=CC=C(C=C2)N (4-(6-Methanesulfonylmethyl-1-methyl-1H-pyrazolo[3,4-b]pyridin-4-yl)-phenylamine). Reaction SMILES: [CH3:1][S:2]([CH2:5][C:6]1[N:11]=[C:10]2[N:12]([CH3:15])[N:13]=[CH:14][C:9]2=[C:8]([C:16]2[CH:21]=[CH:20][C:19]([N+:22]([O-])=O)=[CH:18][CH:17]=2)[CH:7]=1)(=[O:4])=[O:3].O.O.Cl[Sn]Cl>CCO.C1COCC1>[CH3:1][S:2]([CH2:5][C:6]1[N:11]=[C:10]2[N:12]([CH3:15])[N:13]=[CH:14][C:9]2=[C:8]([C:16]2[CH:21]=[CH:20][C:19]([NH2:22])=[CH:18][CH:17]=2)[CH:7]=1)(=[O:4])=[O:3] |f:1.2.3,4.5|. Procedure: In analogy to GP3, reaction of 1000 mg 6-methanesulfonylmethyl-1-methyl-4-(4-nitro-phenyl)-1H-pyrazolo[3,4-b]pyridine (Intermediate 18.1; 2.89 mmol, 1 eq.) with 3.26 g SnCl2.2H2O (14.46 mmol, 5 eq.) in 56 mL 2.5:1 EtOH/THF at reflux for 3 h yielded after standard work-up the crude aniline which was used without further purification. Reaction SMILES: [CH3:16][O:17][c:18]1[cH:19][c:20]([CH2:21][c:22]2[c:23](=[O:30])[nH:24][c:25]([S:28][CH3:29])[n:26][cH:27]2)[cH:31][cH:32][cH:33]1.[CH3:1][N:2]([CH3:3])[CH2:4][c:5]1[cH:6][c:7]([CH2:8][S:9][CH2:10][CH2:11][NH2:12])[cH:13][cH:14][cH:15]1.[cH:34]1[cH:35][cH:36][n:37][cH:38][cH:39]1>>[CH3:1][N:2]([CH3:3])[CH2:4][c:5]1[cH:6][c:7]([CH2:8][S:9][CH2:10][CH2:11][NH:12][c:25]2[nH:24][c:23](=[O:30])[c:22]([CH2:21][c:20]3[cH:19][c:18]([O:17][CH3:16])[cH:33][cH:32][cH:31]3)[cH:27][n:26]2)[cH:13][cH:14][cH:15]1. Starting materials: COc1cccc(Cc2cnc(SC)[nH]c2=O)c1, CN(C)Cc1cccc(CSCCN)c1, c1ccncc1. Yields the product COc1cccc(Cc2cnc(NCCSCc3cccc(CN(C)C)c3)[nH]c2=O)c1.